Dataset: the Open Reaction Database (ORD), a public repository of structured organic reaction records. Task: describe an organic reaction: reactants, conditions, products, and yield Starting materials: C(C)(=O)OCC (ethyl acetate), ICC (iodoethane), C([O-])([O-])=O.[K+].[K+] (potassium carbonate), C(C)C(C(=O)O)(CC1=CC(=C(C=C1)O)CNC(=O)OC(C)(C)C)OC(C)C (ethyl 3-(3-[(tertiary butoxycarbonyl)amino]methyl-4-hydroxyphenyl)-2-isopropoxypropionic acid). Run in CN(C=O)C (N,N-dimethylformamide). Conditions: temperature 50 celsius, time 4 hour. The product is C(C)(C)(C)OC(=O)NCC=1C=C(C=CC1OCC)CC(C(=O)OCC)OC(C)C (ethyl 3-(3-[(tertiary butoxycarbonyl)amino]methyl-4-ethoxyphenyl)-2-isopropoxypropionate). RXN SMILES: C([C:3]([O:24][CH:25]([CH3:27])[CH3:26])([CH2:7][C:8]1[CH:13]=[CH:12][C:11]([OH:14])=[C:10]([CH2:15][NH:16][C:17]([O:19][C:20]([CH3:23])([CH3:22])[CH3:21])=[O:18])[CH:9]=1)[C:4]([OH:6])=[O:5])C.I[CH2:29][CH3:30].C(=O)([O-])[O-].[K+].[K+].[C:37](OCC)(=O)[CH3:38]>CN(C)C=O>[C:20]([O:19][C:17]([NH:16][CH2:15][C:10]1[CH:9]=[C:8]([CH2:7][CH:3]([O:24][CH:25]([CH3:26])[CH3:27])[C:4]([O:6][CH2:29][CH3:30])=[O:5])[CH:13]=[CH:12][C:11]=1[O:14][CH2:37][CH3:38])=[O:18])([CH3:22])([CH3:23])[CH3:21] |f:2.3.4|. Procedure: 795 mg of ethyl 3-(3-[(tertiary butoxycarbonyl)amino]methyl-4-hydroxyphenyl)-2-isopropoxypropionic acid was dissolved in 2 ml N,N-dimethylformamide, and 0.3 ml iodoethane and 200 mg potassium carbonate were successively added. After stirring at 50° C. for 4 hours, the reaction mixture was diluted with ethyl acetate, The organic layer was washed with water and brine, dried over anhydrous magnesium sulfate and the solvent was evapoarated. The residue was purified by silica gel column chromatograph... Reactants: C(C)P(OC)(=O)C1=C(C=CC(=C1)OC1=C(C=C(C=C1)C(F)(F)F)F)[N+](=O)[O-] (methyl P-ethyl-2-nitro-5-(2-fluoro-4-trifluoromethylphenoxy)phenylphosphinate), Cl (HCl). The product is C(C)P(O)(=O)C1=C(C=CC(=C1)OC1=C(C=C(C=C1)C(F)(F)F)F)[N+](=O)[O-] (P-ethyl-2-nitro-5-(2-fluoro-4-trifluoromethylphenoxy)phenylphosphinic acid). As a reaction SMILES: [CH2:1]([P:3]([C:7]1[CH:12]=[C:11]([O:13][C:14]2[CH:19]=[CH:18][C:17]([C:20]([F:23])([F:22])[F:21])=[CH:16][C:15]=2[F:24])[CH:10]=[CH:9][C:8]=1[N+:25]([O-:27])=[O:26])(=[O:6])[O:4]C)[CH3:2].Cl>>[CH2:1]([P:3]([C:7]1[CH:12]=[C:11]([O:13][C:14]2[CH:19]=[CH:18][C:17]([C:20]([F:22])([F:21])[F:23])=[CH:16][C:15]=2[F:24])[CH:10]=[CH:9][C:8]=1[N+:25]([O-:27])=[O:26])(=[O:4])[OH:6])[CH3:2]. Procedure details: Following the procedure of Example 13, methyl P-ethyl-2-nitro-5-(2-fluoro-4-trifluoromethylphenoxy)phenylphosphinate is reacted with 6N HCl to give P-ethyl-2-nitro-5-(2-fluoro-4-trifluoromethylphenoxy)phenylphosphinic acid. The reactants are [N+](=O)([O-])C1=C2C=C(N=CC2=CC=C1)CC(=O)OCC (Ethyl 5-nitroisoquinoline-3-acetate). Reagents/catalysts: [Pd] (palladium-on-carbon). Solvent: C(C)(=O)OCC (ethyl acetate). Conditions: time 2 hour. Yields the product NC1=C2C=C(N=CC2=CC=C1)CC(=O)OCC (ethyl 5-aminoisoquinoline-3-acetate). The yield is 89.3%. Reaction SMILES: [N+:1]([C:4]1[CH:13]=[CH:12][CH:11]=[C:10]2[C:5]=1[CH:6]=[C:7]([CH2:14][C:15]([O:17][CH2:18][CH3:19])=[O:16])[N:8]=[CH:9]2)([O-])=O>C(OCC)(=O)C.[Pd]>[NH2:1][C:4]1[CH:13]=[CH:12][CH:11]=[C:10]2[C:5]=1[CH:6]=[C:7]([CH2:14][C:15]([O:17][CH2:18][CH3:19])=[O:16])[N:8]=[CH:9]2. Procedure: Ethyl 5-nitroisoquinoline-3-acetate (20 g) is dissolved in ethyl acetate (1 liter), and a catalyst consisting of palladium-on-carbon (3/97 by weight; 21 g) is added. The mixture is hydrogenated at atmospheric pressure, at a temperature of about 50° C., for 2 hours. It is filtered through diatomaceous silica and the filtrate is then concentrated to dryness under reduced pressure (20 mm Hg; 2.7 kPa) at 50° C. to yield ethyl 5-aminoisoquinoline-3-acetate (15.8 g) in the form of beige crystals, m.p.... Reactants: CCO, CC(=O)Nc1ccc(Cl)cc1Oc1ccc(-c2noc(C)n2)cc1Cl, Cl. The product is Cc1nc(-c2ccc(Oc3cc(Cl)ccc3N)c(Cl)c2)no1. Reaction SMILES: [CH3:27][CH2:28][OH:29].[Cl:1][c:2]1[cH:3][c:4]([O:12][c:13]2[c:14]([Cl:25])[cH:15][c:16](-[c:19]3[n:20][o:21][c:22]([CH3:24])[n:23]3)[cH:17][cH:18]2)[c:5]([NH:8][C:9](=[O:10])[CH3:11])[cH:6][cH:7]1.[ClH:26]>>[Cl:1][c:2]1[cH:3][c:4]([O:12][c:13]2[c:14]([Cl:25])[cH:15][c:16](-[c:19]3[n:20][o:21][c:22]([CH3:24])[n:23]3)[cH:17][cH:18]2)[c:5]([NH2:8])[cH:6][cH:7]1. Solvent: CC(=O)O (HOAc). Isolated yield 64.0%. Conditions: temperature 110 celsius, time 16 hour. Yields the product CC1=NC=2N(C(=C1)C)N=C(C2)S(=O)(=O)NC2=C(C=CC=C2F)F (5,7-dimethyl-N-(2,6-difluorophenyl)pyrazolo[1,5-a]pyrimidine-2-sulfonamide). The reactants are C(=O)(OCC)C=1C(=NN2C1N=C(C=C2C)C)S(=O)(=O)NC2=C(C=CC=C2F)F (3-carboethoxy-5,7-dimethyl-N-(2,6-difluorophenyl)pyrazolo-[1,5-a]pyrimidine-2-sulfonamide), Cl (HCl), O (water), Cl (HCl), O (water). As a reaction SMILES: C([C:6]1[C:7]([S:17]([NH:20][C:21]2[C:26]([F:27])=[CH:25][CH:24]=[CH:23][C:22]=2[F:28])(=[O:19])=[O:18])=[N:8][N:9]2[C:14]([CH3:15])=[CH:13][C:12]([CH3:16])=[N:11][C:10]=12)(OCC)=O.Cl.O>CC(O)=O>[CH3:16][C:12]1[CH:13]=[C:14]([CH3:15])[N:9]2[N:8]=[C:7]([S:17]([NH:20][C:21]3[C:26]([F:27])=[CH:25][CH:24]=[CH:23][C:22]=3[F:28])(=[O:18])=[O:19])[CH:6]=[C:10]2[N:11]=1. Reported procedure: A slurry of 4.8 g (10.8 mmole) of 3-carboethoxy-5,7-dimethyl-N-(2,6-difluorophenyl)pyrazolo-[1,5-a]pyrimidine-2-sulfonamide in 30 ml glacial HOAc was stirred at room temperature with 1 ml concentrated HCl and 3 ml water for 2 hours. The mixture was then heated at 110° C. for 16 hours. A further 1 ml concentrated HCl and 5 ml water were added and the mixture stirred for 16 hours, then cooled to room temperature. The mixture was thrown onto ice and the resultant solid collected by filtration, wash... The reactants are O=C([O-])O, CC(=O)OCC1=C(C(=O)O)N2C(=O)C(NC(=O)Cc3csc(=O)s3)C2SC1, [N-]=[N+]=[N-], [Na+], [Na+], O. The product is [N-]=[N+]=NCC1=C(C(=O)O)N2C(=O)C(NC(=O)Cc3csc(=O)s3)C2SC1. As a reaction SMILES: [C:33](=[O:34])([OH:35])[O-:36].[C:5]([O:6][CH2:9][C:10]1=[C:11]([C:29](=[O:30])[OH:31])[N:12]2[C:13](=[O:28])[CH:14]([NH:18][C:19]([CH2:20][c:21]3[s:22][c:23](=[O:26])[s:24][cH:25]3)=[O:27])[CH:15]2[S:16][CH2:17]1)(=[O:7])[CH3:8].[N-:2]=[N+:3]=[N-:4].[Na+:1].[Na+:37].[OH2:32]>>[N:2](=[N+:3]=[N-:4])[CH2:9][C:10]1=[C:11]([C:29](=[O:30])[OH:31])[N:12]2[C:13](=[O:28])[CH:14]([NH:18][C:19]([CH2:20][c:21]3[s:22][c:23](=[O:26])[s:24][cH:25]3)=[O:27])[CH:15]2[S:16][CH2:17]1.